From a dataset of the Open Reaction Database (ORD), a public repository of structured organic reaction records. describe an organic reaction: reactants, conditions, products, and yield Starting materials: C=1(O)C(O)=CC=CC1 (catechol), [OH-].[Na+] (sodium hydroxide), C1CO1 (ethylene oxide). Run at time 40 minute. Product: C=1(O)C(O)=CC=CC1.C1CO1 (catechol ethylene oxide), C1CO1 (ethylene oxide). As a reaction SMILES: [C:1]1([C:3](=[CH:5][CH:6]=[CH:7][CH:8]=1)[OH:4])[OH:2].[OH-].[Na+].[CH2:11]1[O:13][CH2:12]1>>[C:1]1([C:3](=[CH:5][CH:6]=[CH:7][CH:8]=1)[OH:4])[OH:2].[CH2:12]1[O:13][CH2:11]1.[CH2:5]1[O:4][CH2:3]1 |f:1.2,4.5|. Procedure details: In the same manner as in Example 1, 206 parts of catechol and 1.1 parts of sodium hydroxide were reacted with 494 parts of ethylene oxide at not higher than 5 kg/cm2, at 120°-150° C. for 40 minutes thereby to obtain a catechol-ethylene oxide adduct (the average amount of ethylene oxide, n=3) which was a light-yellow viscous liquid. In the same manner as in Example 1, 72.2 parts of the adduct so obtained, 27.8 parts of acrylic acid, 0.1 part of hydroquinone, 1.0 part of p-toluenesulfonic acid and...